Dataset: the Open Reaction Database (ORD), a public repository of structured organic reaction records. Task: describe an organic reaction: reactants, conditions, products, and yield The reactants are C1=CCNC1, COc1cc([N+](=O)[O-])ccc1Cl, ClCCl, N#N. Yields the product COc1cc([N+](=O)[O-])ccc1N1CC=CC1. RXN SMILES: [CH2:13]1[NH:14][CH2:15][CH:16]=[CH:17]1.[Cl:1][c:2]1[c:3]([O:11][CH3:12])[cH:4][c:5]([N+:8](=[O:9])[O-:10])[cH:6][cH:7]1.[Cl:20][CH2:21][Cl:22].[N:18]#[N:19]>>[c:2]1([N:14]2[CH2:13][CH:17]=[CH:16][CH2:15]2)[c:3]([O:11][CH3:12])[cH:4][c:5]([N+:8](=[O:9])[O-:10])[cH:6][cH:7]1. Starting materials: C(=O)(OC(C)(C)C)N1C(CCCC1)\C=C/C (N-Boc-2-(cis-1-propenyl)piperdine). Reagents/catalysts: [Pd] (Pd/C). The solvent is C(C)O (ethanol). Yields the product C(=O)(OC(C)(C)C)N1C(CCCC1)CCC (N-Boc-2-propylpiperidine). The yield is 94.4%. Reaction SMILES: [C:1]([N:8]1[CH2:13][CH2:12][CH2:11][CH2:10][CH:9]1/[CH:14]=[CH:15]\[CH3:16])([O:3][C:4]([CH3:7])([CH3:6])[CH3:5])=[O:2]>C(O)C.[Pd]>[C:1]([N:8]1[CH2:13][CH2:12][CH2:11][CH2:10][CH:9]1[CH2:14][CH2:15][CH3:16])([O:3][C:4]([CH3:7])([CH3:6])[CH3:5])=[O:2]. Procedure: A solution of the 1.5 g (6.66 mmol) of N-Boc-2-(cis-1-propenyl)piperdine in 2 mL of ethanol was shaken under 58 psi H2 pressure over 0.3 g Pd/C catalyst overnight, and then the mixture was filtered through Celite and concentrated to give 1.43 g (94%) of the product as a clear colorless oil. No further purification was necessary. 1H NMR (250 MHz) δ4.21-4.17 (br s, 1 H), 3.98-3.92 (br d, I H), 2.79-2.68 (dt, 1 H), 1.67-1.23 (m, 19 H), 0.93-0.88 (t, 3 H); 13C NMR (62.7 MHz) 155.1 (s), 78.9 (s), 50.... Starting materials: CO, CC(C)(CNc1c(Cl)ccc2c1CCN(C(=O)C(F)(F)F)CC2)COC1CCCCO1, O, Cc1ccc(S(=O)(=O)O)cc1. The product is CC(C)(CO)CNc1c(Cl)ccc2c1CCN(C(=O)C(F)(F)F)CC2. As a reaction SMILES: [CH3:44][OH:45].[Cl:13][c:14]1[c:15]([NH:31][CH2:32][C:33]([CH2:34][O:35][CH:36]2[CH2:37][CH2:38][CH2:39][CH2:40][O:41]2)([CH3:42])[CH3:43])[c:16]2[c:17]([cH:29][cH:30]1)[CH2:18][CH2:19][N:20]([C:23]([C:24]([F:25])([F:26])[F:27])=[O:28])[CH2:21][CH2:22]2.[OH2:1].[c:2]1([CH3:3])[cH:4][cH:5][c:6]([S:7]([OH:8])(=[O:9])=[O:10])[cH:11][cH:12]1>>[Cl:13][c:14]1[c:15]([NH:31][CH2:32][C:33]([CH2:34][OH:35])([CH3:42])[CH3:43])[c:16]2[c:17]([cH:29][cH:30]1)[CH2:18][CH2:19][N:20]([C:23]([C:24]([F:25])([F:26])[F:27])=[O:28])[CH2:21][CH2:22]2. Reactants: NC1=C(C=CC=C1N)[N+](=O)[O-] (2,3-diaminonitrobenzene), C1(=CC=CC=C1)C(=O)C(=O)C1=CC=CC=C1 (benzil). Run in C(C)(=O)O.CO (acetic acid methanol). Run at time 2 hour. Product: C1(=CC=CC=C1)C1=NC2=CC=CC(=C2N=C1C1=CC=CC=C1)[N+](=O)[O-] (2,3-diphenyl-5-nitroquinoxaline). RXN SMILES: [NH2:1][C:2]1[C:7]([NH2:8])=[CH:6][CH:5]=[CH:4][C:3]=1[N+:9]([O-:11])=[O:10].[C:12]1([C:18]([C:20]([C:22]2[CH:27]=[CH:26][CH:25]=[CH:24][CH:23]=2)=O)=O)[CH:17]=[CH:16][CH:15]=[CH:14][CH:13]=1>C(O)(=O)C.CO>[C:12]1([C:18]2[C:20]([C:22]3[CH:23]=[CH:24][CH:25]=[CH:26][CH:27]=3)=[N:1][C:2]3[C:7](=[CH:6][CH:5]=[CH:4][C:3]=3[N+:9]([O-:11])=[O:10])[N:8]=2)[CH:17]=[CH:16][CH:15]=[CH:14][CH:13]=1 |f:2.3|. Procedure: 1.53 g (10 mmol) of 2,3-diaminonitrobenzene and 2.00 g (9.6 mmol) of benzil were placed in a four-necked flask, and were dissolved by adding a 1:1 mixed solvent of acetic acid/methanol thereto. Thereafter, reaction was allowed at 70° C. for 2 hr. After the reaction, the solvent was removed, and the reaction product was extracted on a silica gel column (ethyl acetate:hexane=1:1).